Dataset: the Open Reaction Database (ORD), a public repository of structured organic reaction records. Task: describe an organic reaction: reactants, conditions, products, and yield Starting materials: Cl (hydrochloric acid), S(=O)(=O)([O-])S(=O)[O-].[Na+].[Na+] (Sodium metabisulphite), C(=O)(OC)C1=CC=C(C=C1)CC(C)=NO (1-(4-carbomethoxyphenyl)propan-2-one oxime). The solvent is O (water), CO (methanol). Yields the product C(=O)(OC)C1=CC=C(C=C1)CC(C)=O (1-(4-Carbomethoxyphenyl)propan-2-one). RXN SMILES: S(S([O-])=O)([O-])(=O)=[O:2].[Na+].[Na+].[C:10]([C:14]1[CH:19]=[CH:18][C:17]([CH2:20][C:21](=NO)[CH3:22])=[CH:16][CH:15]=1)([O:12][CH3:13])=[O:11].Cl>O.CO>[C:10]([C:14]1[CH:19]=[CH:18][C:17]([CH2:20][C:21](=[O:2])[CH3:22])=[CH:16][CH:15]=1)([O:12][CH3:13])=[O:11] |f:0.1.2|. Procedure: Sodium metabisulphite (131 g) in water (300 ml) was added to 1-(4-carbomethoxyphenyl)propan-2-one oxime (37.5 g) in methanol (200 ml) and the mixture refluxed for 6 hours. The reaction mixture was cooled, concentrated hydrochloric acid (100 ml) added, the mixture extracted with chloroform and the combined chloroform extracts washed with water followed by sodium bicarbonate solution. The chloroform layer was dried (MgSO4) and evaporated to give the title compound as an oil (bp 126°-129°/0.7 mm) w... Starting materials: Cc1c(Nc2ccc(Br)cc2F)c(-c2nnnn2CCC#N)cn(C)c1=O, C1CCC2=NCCCN2CC1, ClCCl, CCOC(C)=O. The product is Cc1c(Nc2ccc(Br)cc2F)c(-c2nnn[nH]2)cn(C)c1=O. RXN SMILES: [Br:12][c:13]1[cH:14][c:15]([F:38])[c:16]([NH:19][c:20]2[c:21](-[c:29]3[n:30][n:31][n:32][n:33]3[CH2:34][CH2:35][C:36]#[N:37])[cH:22][n:23]([CH3:28])[c:24](=[O:27])[c:25]2[CH3:26])[cH:17][cH:18]1.[CH2:1]1[CH2:2][CH2:3][C:4]2=[N:9][CH2:8][CH2:7][CH2:6][N:5]2[CH2:10][CH2:11]1.[CH2:39]([Cl:40])[Cl:41].[CH3:42][CH2:43][O:44][C:45](=[O:46])[CH3:47]>>[Br:12][c:13]1[cH:14][c:15]([F:38])[c:16]([NH:19][c:20]2[c:21](-[c:29]3[n:30][n:31][n:32][nH:33]3)[cH:22][n:23]([CH3:28])[c:24](=[O:27])[c:25]2[CH3:26])[cH:17][cH:18]1.